From a dataset of the Open Reaction Database (ORD), a public repository of structured organic reaction records. describe an organic reaction: reactants, conditions, products, and yield The reactants are C(\C=C\C(=O)O)(=O)O (fumaric acid), CC(C)N([C@@H]1CN(CC1)C(=O)OC(C)(C)C)CC1=C(C=CC(=C1)F)C(F)(F)F (1,1-dimethylethyl (3S)-3-((1-methylethyl)-{[2-(trifluoromethyl)-5-fluorophenyl]-methyl}amino)-pyrrolidine-1-carboxylate), ClCCl (dichloromethane), O (water). The solvent is CO (methanol), FC(C(=O)O)(F)F (trifluoroacetic acid). Run at time 3 hour. Yields the product C(\C=C\C(=O)O)(=O)O.CC(C)N([C@@H]1CNCC1)CC1=C(C=CC(=C1)F)C(F)(F)F ((3S)-N-(1-Methylethyl)-N-{[2-(trifluoromethyl)-5-fluorophenyl]methyl}pyrrolidin-3-amine fumarate). Reaction SMILES: [CH3:1][CH:2]([N:4]([CH2:17][C:18]1[CH:23]=[C:22]([F:24])[CH:21]=[CH:20][C:19]=1[C:25]([F:28])([F:27])[F:26])[C@H:5]1[CH2:9][CH2:8][N:7](C(OC(C)(C)C)=O)[CH2:6]1)[CH3:3].ClCCl.O.[C:33]([OH:40])(=[O:39])/[CH:34]=[CH:35]/[C:36]([OH:38])=[O:37]>FC(F)(F)C(O)=O.CO>[C:33]([OH:40])(=[O:39])/[CH:34]=[CH:35]/[C:36]([OH:38])=[O:37].[CH3:3][CH:2]([N:4]([CH2:17][C:18]1[CH:23]=[C:22]([F:24])[CH:21]=[CH:20][C:19]=1[C:25]([F:28])([F:26])[F:27])[C@H:5]1[CH2:9][CH2:8][NH:7][CH2:6]1)[CH3:1] |f:6.7|. Procedure: A solution of 1,1-dimethylethyl (3S)-3-((1-methylethyl)-{[2-(trifluoromethyl)-5-fluorophenyl]-methyl}amino)-pyrrolidine-1-carboxylate (0.26 g) in a mixture of trifluoroacetic acid (2 mL), dichloromethane (8 mL) and water (0.2 mL) was stirred at room temperature for 3 hours. The reaction mixture was evaporated in vacuo. The crude mixture was taken up in methanol and absorbed onto an SCX-2 ion exchange cartridge. After initially washing with methanol, the product was eluted with 2M methanolic ammo... Starting materials: BrC1=NC=C(C=C1)Br (2,5-dibromo-pyridine), C(#C)C=1C=C2C=CN(C2=CC1)CCO (2-(5-ethynyl-indol-1-yl)-ethanol), C(C)(C)NC(C)C (diisopropylamine), BrC1=NC=C(C=C1)Br (2,5-dibromo-pyridine). Reagents/catalysts: [Cu]I (CuI), Cl[Pd]([P](C1=CC=CC=C1)(C2=CC=CC=C2)C3=CC=CC=C3)([P](C4=CC=CC=C4)(C5=CC=CC=C5)C6=CC=CC=C6)Cl (Pd(PPh3)2Cl2), [Cu]I (CuI), Cl[Pd]([P](C1=CC=CC=C1)(C2=CC=CC=C2)C3=CC=CC=C3)([P](C4=CC=CC=C4)(C5=CC=CC=C5)C6=CC=CC=C6)Cl (Pd(PPh3)2Cl2). The solvent is C1CCOC1 (THF). Conditions: temperature 50 celsius, time 8 hour. Product: BrC=1C=CC(=NC1)C#CC=1C=C2C=CN(C2=CC1)CCO (2-[5-(5-bromo-pyridin-2-ylethynyl)-indol-1-yl]-ethanol). Reaction SMILES: Br[C:2]1[CH:7]=[CH:6][C:5]([Br:8])=[CH:4][N:3]=1.[C:9]([C:11]1[CH:12]=[C:13]2[C:17](=[CH:18][CH:19]=1)[N:16]([CH2:20][CH2:21][OH:22])[CH:15]=[CH:14]2)#[CH:10].C(NC(C)C)(C)C>C1COCC1.[Cu]I.Cl[Pd](Cl)([P](C1C=CC=CC=1)(C1C=CC=CC=1)C1C=CC=CC=1)[P](C1C=CC=CC=1)(C1C=CC=CC=1)C1C=CC=CC=1>[Br:8][C:5]1[CH:6]=[CH:7][C:2]([C:10]#[C:9][C:11]2[CH:12]=[C:13]3[C:17](=[CH:18][CH:19]=2)[N:16]([CH2:20][CH2:21][OH:22])[CH:15]=[CH:14]3)=[N:3][CH:4]=1 |^1:39,58|. Procedure details: Under an N2 atmosphere 29.4 g (124 mmol) 2,5-dibromo-pyridine, 241 mg (1.3 mmol) CuI and 888 mg (1.3 mmol) Pd(PPh3)2Cl2 are added to a solution of 23.0 g (124 mmol) 2-(5-ethynyl-indol-1-yl)-ethanol and 35 mL (248 mmol) diisopropylamine in 1150 mL THF and the reaction mixture is heated to 50° C. for 3.5 h. Another 241 mg CuI and 888 mg Pd(PPh3)2Cl2 and 9 g (38 mmol) 2,5-dibromo-pyridine are added, the mixture is stirred for a further 2.5 h at 50° C., 64 h at RT and a further 8 h at 60° C. The mix...